The task is: describe an organic reaction: reactants, conditions, products, and yield. This data is from the Open Reaction Database (ORD), a public repository of structured organic reaction records. Starting materials: CC(C)(C)[Si](C)(C)Cl, CN(C)C=O, CCCCCC, O, COC(=O)C(C)CO, c1c[nH]cn1. Yields the product COC(=O)C(C)CO[Si](C)(C)C(C)(C)C. RXN SMILES: [C:14]([CH3:15])([CH3:16])([CH3:17])[Si:18]([Cl:19])([CH3:20])[CH3:21].[CH3:23][N:24]([CH3:25])[CH:26]=[O:27].[CH3:28][CH2:29][CH2:30][CH2:31][CH2:32][CH3:33].[OH2:22].[OH:1][CH2:2][CH:3]([C:4](=[O:5])[O:6][CH3:7])[CH3:8].[nH:9]1[cH:10][cH:11][n:12][cH:13]1>>[O:1]([CH2:2][CH:3]([C:4](=[O:5])[O:6][CH3:7])[CH3:8])[Si:18]([C:14]([CH3:15])([CH3:16])[CH3:17])([CH3:20])[CH3:21].